Dataset: the Open Reaction Database (ORD), a public repository of structured organic reaction records. Task: describe an organic reaction: reactants, conditions, products, and yield Reactants: ice water, NC=1C=C(C=CC1)C1=CC=C(C=C1)C(=O)O (3′-aminobiphenyl-4-carboxylic acid), C(=O)([O-])[O-].[Na+].[Na+] (Na2CO3), C(=O)(OCC1C2=CC=CC=C2C2=CC=CC=C12)Cl (Fmoc-Cl), Cl (HCl). Solvent: O1CCOCC1 (dioxane), O.O1CCOCC1 (H2O dioxane). Run at temperature 3 celsius, time 3 hour. The product is C(=O)(OCC1C2=CC=CC=C2C2=CC=CC=C12)NC=1C=C(C=CC1)C1=CC=C(C=C1)C(=O)O (3′-(Fmoc-amino)biphenyl-4-carboxylic acid). As a reaction SMILES: [NH2:1][C:2]1[CH:3]=[C:4]([C:8]2[CH:13]=[CH:12][C:11]([C:14]([OH:16])=[O:15])=[CH:10][CH:9]=2)[CH:5]=[CH:6][CH:7]=1.C([O-])([O-])=O.[Na+].[Na+].[C:23](Cl)([O:25][CH2:26][CH:27]1[C:39]2[C:34](=[CH:35][CH:36]=[CH:37][CH:38]=2)[C:33]2[C:28]1=[CH:29][CH:30]=[CH:31][CH:32]=2)=[O:24].Cl>O.O1CCOCC1.O1CCOCC1>[C:23]([NH:1][C:2]1[CH:3]=[C:4]([C:8]2[CH:13]=[CH:12][C:11]([C:14]([OH:16])=[O:15])=[CH:10][CH:9]=2)[CH:5]=[CH:6][CH:7]=1)([O:25][CH2:26][CH:27]1[C:28]2[C:33](=[CH:32][CH:31]=[CH:30][CH:29]=2)[C:34]2[C:39]1=[CH:38][CH:37]=[CH:36][CH:35]=2)=[O:24] |f:1.2.3,6.7|. Reported procedure: Dissolve 3′-aminobiphenyl-4-carboxylic acid (Preparation B, Step 3) (1.07 g, 5 mmol) and Na2CO3 (1.33 g, 12.5 mmol ) in H2O-dioxane (2:1, 45 mL), and cool the solution to ˜3° C. Add Fmoc-Cl (1.3 g) in dioxane (10 ml); stir at ice bath temperature for 3 hours, allow to warm to room temperature and stir for another 4 hours. Pour into ice water and acidify with aqueous HCl. Extract with EtOAc. Dry extracts over MgSO4, and strip solvent in vacuo. Recrystallize residue from CH3CN to give the title co... The reactants are CN(S(=O)(=O)NC(OC(C)(C)C)=O)C1COCC1 (tert-butyl {[methyl(tetrahydrofuran-3-yl)amino]sulfonyl}carbamate). Run in C(Cl)Cl (CH2Cl2), FC(C(=O)O)(F)F (trifluoroacetic acid). The product is CN(S(=O)(=O)N)C1COCC1 (N-methyl-N-(tetrahydrofuran-3-yl)sulfamide). RXN SMILES: [CH3:1][N:2]([CH:14]1[CH2:18][CH2:17][O:16][CH2:15]1)[S:3]([NH:6]C(=O)OC(C)(C)C)(=[O:5])=[O:4]>C(Cl)Cl.FC(F)(F)C(O)=O>[CH3:1][N:2]([CH:14]1[CH2:18][CH2:17][O:16][CH2:15]1)[S:3]([NH2:6])(=[O:5])=[O:4]. Reported procedure: tert-butyl {[methyl(tetrahydrofuran-3-yl)amino]sulfonyl}carbamate (1.47 g, 5.23 mmol) was dissolved in 70 mL of CH2Cl2 and 45 mL of trifluoroacetic acid. After 1 h the solution was concentrated in vacuo, diluted in CH2Cl2, washed with saturated aqueous NaHCO3 and brine, then dried over Na2SO4. The solution was concentrated in vacuo to afford the title compound. 1H NMR (600 MHz, DMSO-d6) δ 4.25-4.31 (m, 1H); 3.79-3.84 (m, 1H); 3.58-3.66 (m, 2H); 3.47-3.52 (m, 1H); 2.56 (s, 3H), 2.04-2.10 (m, 1H);... Reactants: CC(C)(C)c1cc(SC#N)cc(C(C)(C)C)c1O, CCP(CC)CC, CC(C)=O, O. Product: CC(C)(C)c1cc(S)cc(C(C)(C)C)c1O. Reaction SMILES: [CH3:1][C:2]([CH3:3])([CH3:4])[c:5]1[cH:6][c:7]([S:16][C:17]#[N:18])[cH:8][c:9]([C:12]([CH3:13])([CH3:14])[CH3:15])[c:10]1[OH:11].[CH3:20][CH2:21][P:22]([CH2:23][CH3:24])[CH2:25][CH3:26].[CH3:27][C:28](=[O:29])[CH3:30].[OH2:19]>>[CH3:1][C:2]([CH3:3])([CH3:4])[c:5]1[cH:6][c:7]([SH:16])[cH:8][c:9]([C:12]([CH3:13])([CH3:14])[CH3:15])[c:10]1[OH:11]. The reactants are NCc1ccccc1, N#Cc1c(N)nc2ccccc2c1Cl, O. Yields the product N#Cc1c(N)nc2ccccc2c1NCc1ccccc1. RXN SMILES: [NH2:15][CH2:16][c:17]1[cH:18][cH:19][cH:20][cH:21][cH:22]1.[NH2:1][c:2]1[n:3][c:4]2[cH:5][cH:6][cH:7][cH:8][c:9]2[c:10]([Cl:14])[c:11]1[C:12]#[N:13].[OH2:23]>>[NH2:1][c:2]1[n:3][c:4]2[cH:5][cH:6][cH:7][cH:8][c:9]2[c:10]([NH:15][CH2:16][c:17]2[cH:18][cH:19][cH:20][cH:21][cH:22]2)[c:11]1[C:12]#[N:13]. Reactants: CCO, Cl, CC(C)c1ccc(C(=O)Nc2cc(O)ccc2NC(=O)c2cccc(C(N)=NO)c2)cc1, O. Product: Cl, CC(C)c1ccc(C(=O)Nc2cc(O)ccc2NC(=O)c2cccc(C(=N)N)c2)cc1. Reaction SMILES: [CH3:33][CH2:34][OH:35].[ClH:36].[NH2:1][C:2]([c:3]1[cH:4][c:5]([C:6](=[O:7])[NH:8][c:9]2[c:10]([NH:16][C:17]([c:18]3[cH:19][cH:20][c:21]([CH:24]([CH3:25])[CH3:26])[cH:22][cH:23]3)=[O:27])[cH:11][c:12]([OH:15])[cH:13][cH:14]2)[cH:28][cH:29][cH:30]1)=[N:31][OH:32].[OH2:37]>>[ClH:36].[NH:1]=[C:2]([c:3]1[cH:4][c:5]([C:6](=[O:7])[NH:8][c:9]2[c:10]([NH:16][C:17]([c:18]3[cH:19][cH:20][c:21]([CH:24]([CH3:25])[CH3:26])[cH:22][cH:23]3)=[O:27])[cH:11][c:12]([OH:15])[cH:13][cH:14]2)[cH:28][cH:29][cH:30]1)[NH2:31]. Reactants: CCOC(=O)c1cc(-c2cccc(NC(=O)OC(C)(C)C)c2)on1, ClCCl, O=C(O)C(F)(F)F. The product is CCOC(=O)c1cc(-c2cccc(N)c2)on1. As a reaction SMILES: [CH2:1]([CH3:2])[O:3][C:4](=[O:5])[c:6]1[n:7][o:8][c:9](-[c:11]2[cH:12][c:13]([NH:17][C:18]([O:19][C:20]([CH3:21])([CH3:22])[CH3:23])=[O:24])[cH:14][cH:15][cH:16]2)[cH:10]1.[CH2:32]([Cl:33])[Cl:34].[OH:25][C:26]([C:27]([F:28])([F:29])[F:30])=[O:31]>>[CH2:1]([CH3:2])[O:3][C:4](=[O:5])[c:6]1[n:7][o:8][c:9](-[c:11]2[cH:12][c:13]([NH2:17])[cH:14][cH:15][cH:16]2)[cH:10]1. The reactants are C1CCNC1, CN1CCCC1=O, CC1Cc2c(F)c(F)c(N)c3c(=O)c(C(=O)O)cn1c23. Yields the product CC1Cc2c(N3CCCC3)c(F)c(N)c3c(=O)c(C(=O)O)cn1c23. RXN SMILES: [CH2:21]1[CH2:22][CH2:23][NH:24][CH2:25]1.[CH3:26][N:27]1[CH2:28][CH2:29][CH2:30][C:31]1=[O:32].[NH2:1][c:2]1[c:3]2[c:4](=[O:20])[c:5]([C:17](=[O:18])[OH:19])[cH:6][n:7]3[c:8]2[c:9]([c:10]([F:13])[c:11]1[F:12])[CH2:14][CH:15]3[CH3:16]>>[NH2:1][c:2]1[c:3]2[c:4](=[O:20])[c:5]([C:17](=[O:18])[OH:19])[cH:6][n:7]3[c:8]2[c:9]([c:10]([N:24]2[CH2:23][CH2:22][CH2:21][CH2:25]2)[c:11]1[F:12])[CH2:14][CH:15]3[CH3:16].